The task is: describe an organic reaction: reactants, conditions, products, and yield. This data is from the Open Reaction Database (ORD), a public repository of structured organic reaction records. Starting materials: [OH-].[K+] (KOH), C[C@@H]1[C@@H](C2(CCCC2)C=CC1)C(=O)OCC (rel-(6S,7S)-ethyl 7-methylspiro[4.5]dec-9-ene-6-carboxylate), [OH-].[Na+] (NaOH). The solvent is C(C)O (ethanol). Yields the product crude product, CC1C(C2(CCCC2)C=CC1)C(=O)O (7-methylspiro[4.5]dec-9-ene-6-carboxylic acid). Yield: 37.5%. RXN SMILES: [OH-].[K+].[CH3:3][C@H:4]1[CH2:13][CH:12]=[CH:11][C:6]2([CH2:10][CH2:9][CH2:8][CH2:7]2)[C@H:5]1[C:14]([O:16]CC)=[O:15].[OH-].[Na+]>C(O)C>[CH3:3][CH:4]1[CH2:13][CH:12]=[CH:11][C:6]2([CH2:7][CH2:8][CH2:9][CH2:10]2)[CH:5]1[C:14]([OH:16])=[O:15] |f:0.1,3.4|. Procedure details: A solution of KOH (19.1 g, 289 mmol) in ethanol (60 ml) was treated with rel-(6S,7S)-ethyl 7-methylspiro[4.5]dec-9-ene-6-carboxylate (4.28 g, 19.2 mmol, prepared as described in Example 19) and after refluxing for 3 d, the resulting mixture was poured into cold 2N aqueous NaOH (100 ml), and extracted twice with cyclohexane (50 ml). The combined aqueous phases were acidified with conc. HCl, extracted twice with MTBE (50 ml), and the combined org. phases were washed with water (50 ml), with a satu... Reactants: CCO, CCOC(C)=O, Cl, Cc1cc(F)c(-n2nc(C(F)(F)F)nc2N)cc1S(=O)(=O)Cl, O, [Zn]. Product: Cc1cc(F)c(-n2nc(C(F)(F)F)nc2N)cc1S. As a reaction SMILES: [CH3:23][CH2:24][OH:25].[CH3:29][CH2:30][O:31][C:32](=[O:33])[CH3:34].[ClH:26].[NH2:1][c:2]1[n:3][c:4]([C:19]([F:20])([F:21])[F:22])[n:5][n:6]1-[c:7]1[c:8]([F:18])[cH:9][c:10]([CH3:17])[c:11]([S:13]([Cl:14])(=[O:15])=[O:16])[cH:12]1.[OH2:27].[Zn:28]>>[NH2:1][c:2]1[n:3][c:4]([C:19]([F:20])([F:21])[F:22])[n:5][n:6]1-[c:7]1[c:8]([F:18])[cH:9][c:10]([CH3:17])[c:11]([SH:13])[cH:12]1. Starting materials: [Cl-], Cl, NCCO, [Na+], ClCCN1CCOCC1, O. Product: OCCNCCN1CCOCC1. As a reaction SMILES: [Cl-:16].[ClH:1].[NH2:11][CH2:12][CH2:13][OH:14].[Na+:15].[O:2]1[CH2:3][CH2:4][N:5]([CH2:8][CH2:9][Cl:10])[CH2:6][CH2:7]1.[OH2:17]>>[O:2]1[CH2:3][CH2:4][N:5]([CH2:8][CH2:9][NH:11][CH2:12][CH2:13][OH:14])[CH2:6][CH2:7]1. The reactants are Cc1ccc(CCl)cc1, CN(C)C=O, Oc1ccc(Oc2ccc(Cl)c(Cl)c2)cc1Cl, [H-], [Na+]. The product is Cc1ccc(COc2ccc(Oc3ccc(Cl)c(Cl)c3)cc2Cl)cc1. As a reaction SMILES: [CH3:20][c:21]1[cH:22][cH:23][c:24]([CH2:25][Cl:26])[cH:27][cH:28]1.[CH3:29][N:30]([CH3:31])[CH:32]=[O:33].[Cl:3][c:4]1[c:5]([OH:19])[cH:6][cH:7][c:8]([O:10][c:11]2[cH:12][c:13]([Cl:18])[c:14]([Cl:17])[cH:15][cH:16]2)[cH:9]1.[H-:1].[Na+:2]>>[Cl:3][c:4]1[c:5]([O:19][CH2:25][c:24]2[cH:23][cH:22][c:21]([CH3:20])[cH:28][cH:27]2)[cH:6][cH:7][c:8]([O:10][c:11]2[cH:12][c:13]([Cl:18])[c:14]([Cl:17])[cH:15][cH:16]2)[cH:9]1. Starting materials: tert-butyl ester, O1CCOC12CCN(CC2)C=2C=CC(=NC2)N2CCN(C1=CC=CC=C21)C(=O)O (4-[5-(1,4-dioxa-8-aza-spiro[4.5]dec-8-yl)-pyridin-2-yl]-3,4-dihydro-2H-quinoxaline-1-carboxylic acid), Cl (HCl). Run in O1CCOCC1 (dioxane), O1CCOCC1 (dioxane). Reaction conditions: time 48 hour. Product: O1CCOC12CCN(CC2)C=2C=CC(=NC2)N2CCNC1=CC=CC=C21 (1-[5-(1,4-dioxa-8-aza-spiro[4.5]dec-8-yl)-pyridin-2-yl]-1,2,3,4-tetrahydroquinoxaline). Reaction SMILES: [O:1]1[C:5]2([CH2:10][CH2:9][N:8]([C:11]3[CH:12]=[CH:13][C:14]([N:17]4[C:26]5[C:21](=[CH:22][CH:23]=[CH:24][CH:25]=5)[N:20](C(O)=O)[CH2:19][CH2:18]4)=[N:15][CH:16]=3)[CH2:7][CH2:6]2)[O:4][CH2:3][CH2:2]1.Cl>O1CCOCC1>[O:4]1[C:5]2([CH2:10][CH2:9][N:8]([C:11]3[CH:12]=[CH:13][C:14]([N:17]4[C:26]5[C:21](=[CH:22][CH:23]=[CH:24][CH:25]=5)[NH:20][CH2:19][CH2:18]4)=[N:15][CH:16]=3)[CH2:7][CH2:6]2)[O:1][CH2:2][CH2:3]1. Procedure details: 2.7 g of tert-butyl ester of 4-[5-(1,4-dioxa-8-aza-spiro[4.5]dec-8-yl)-pyridin-2-yl]-3,4-dihydro-2H-quinoxaline-1-carboxylic acid is put in 30 ml of dioxane, then 22.37 ml of 4N HCl in dioxane is added. The reaction mixture is stirred for 48 h in a closed environment at room temperature. After concentration to dryness, the reaction mixture is diluted with 200 ml of a saturated aqueous solution of sodium hydrogen carbonate and extracted twice with 200 ml of dichloromethane. The resultant organic ... The reactants are CC(C)[Si](C(C)C)(C(C)C)n1cc(Br)c2ccccc21, C1CCNCC1, C1CCOC1, C[Si](C)(C)[N-][Si](C)(C)C, [Li+]. Yields the product CC(C)[Si](C(C)C)(C(C)C)n1cc(N2CCCCC2)c2ccccc21. Reaction SMILES: [Br:17][c:18]1[cH:19][n:20]([Si:27]([CH:28]([CH3:29])[CH3:30])([CH:31]([CH3:32])[CH3:33])[CH:34]([CH3:35])[CH3:36])[c:21]2[cH:22][cH:23][cH:24][cH:25][c:26]12.[CH2:1]1[CH2:2][CH2:3][NH:4][CH2:5][CH2:6]1.[CH2:37]1[O:38][CH2:39][CH2:40][CH2:41]1.[CH3:7][Si:8]([N-:9][Si:10]([CH3:11])([CH3:12])[CH3:13])([CH3:14])[CH3:15].[Li+:16]>>[CH2:1]1[CH2:2][CH2:3][N:4]([c:18]2[cH:19][n:20]([Si:27]([CH:28]([CH3:29])[CH3:30])([CH:31]([CH3:32])[CH3:33])[CH:34]([CH3:35])[CH3:36])[c:21]3[cH:22][cH:23][cH:24][cH:25][c:26]23)[CH2:5][CH2:6]1. Yields the product C(C=C)(=O)OCCCCCC(C)C.C(C=C)(=O)O (Isooctyl Acrylate Acrylic Acid). Procedure: Isooctyl acrylate (173.9 g), acrylic acid (11.1 g) azobisisobutyronitrile (0.37 g), ethyl acetate (313.425 g) and isopropanol (1.575 g) were placed in a 1 quart (946 mL) bottle. The mixture was deoxygenated by purging with nitrogen (1L/min) for 2 minutes. The bottle was sealed and placed in a 55° C. rotating water bath for 24 hours to effect essentially complete polymerization. The inherent viscosity in ethyl acetate was 0.97 deciliter/gram. The reactants are C(C=C)(=O)OCCCCCC(C)C (Isooctyl acrylate), C(C=C)(=O)O (acrylic acid), C(C)(C)O (isopropanol). RXN SMILES: [C:1]([O:5][CH2:6][CH2:7][CH2:8][CH2:9][CH2:10][CH:11]([CH3:13])[CH3:12])(=[O:4])[CH:2]=[CH2:3].[C:14]([OH:18])(=[O:17])[CH:15]=[CH2:16].C(O)(C)C>C(OCC)(=O)C>[C:1]([O:5][CH2:6][CH2:7][CH2:8][CH2:9][CH2:10][CH:11]([CH3:13])[CH3:12])(=[O:4])[CH:2]=[CH2:3].[C:14]([OH:18])(=[O:17])[CH:15]=[CH2:16] |f:4.5|. Solvent: C(C)(=O)OCC (ethyl acetate), C(C)(=O)OCC (ethyl acetate). Starting materials: O=c1[nH]c(=O)n(COCCO)cc1F, Cc1ccc(S(=O)(=O)Cl)cc1, c1ccncc1. The product is Cc1ccc(S(=O)(=O)OCCOCn2cc(F)c(=O)[nH]c2=O)cc1. As a reaction SMILES: [OH:1][CH2:2][CH2:3][O:4][CH2:5][n:6]1[c:7](=[O:8])[nH:9][c:10](=[O:11])[c:12]([F:14])[cH:13]1.[c:15]1([CH3:25])[cH:16][cH:17][c:18]([S:21](=[O:22])(=[O:23])[Cl:24])[cH:19][cH:20]1.[cH:26]1[cH:27][cH:28][n:29][cH:30][cH:31]1>>[O:1]([CH2:2][CH2:3][O:4][CH2:5][n:6]1[c:7](=[O:8])[nH:9][c:10](=[O:11])[c:12]([F:14])[cH:13]1)[S:21]([c:18]1[cH:17][cH:16][c:15]([CH3:25])[cH:20][cH:19]1)(=[O:22])=[O:23]. The solvent is C(Cl)(Cl)Cl (chloroform), C(O)([O-])=O.[Na+] (sodium hydrogencarbonate), C(Cl)(Cl)Cl (chloroform). Reagents/catalysts: [Ti](Cl)(Cl)(Cl)Cl (titanium tetrachloride). The reactants are N1CCOCC1 (Morpholine), FC1=C(C=CC=C1)C1NC=2C=CC=C3C2C1CC(C3)=O (2-(2-fluorophenyl)-1,2,2a,3,4,5-hexahydrobenz[cd]indol-4-one). Yields the product FC1=C(C=CC=C1)C1NC=2C=CC=C3C2C1CC(C3)N3CCOCC3 (2-(2-fluorophenyl)-4-morpholino-1,2,2a,3,4,5-hexahydrobenz[cd]indole). Procedure: Morpholine (0.51 ml) was dissolved in an anhydrous chloroform (5 ml) and to the solution was added dropwise a solution of titanium tetrachloride (98 μl) in anhydrous chloroform (2 ml) under cooling with ice, followed by addition of the compound (0.34 g) obtained in Example 252. The mixture was heated to reflux for 30 minutes and allowed to cool. The reaction mixture was diluted with saturated aqueous solution of sodium hydrogencarbonate and extracted twice with methylene chloride. The organic la... As a reaction SMILES: [NH:1]1[CH2:6][CH2:5][O:4][CH2:3][CH2:2]1.[F:7][C:8]1[CH:13]=[CH:12][CH:11]=[CH:10][C:9]=1[CH:14]1[CH:22]2[CH2:23][C:24](=O)[CH2:25][C:20]3[C:21]2=[C:16]([CH:17]=[CH:18][CH:19]=3)[NH:15]1>C(Cl)(Cl)Cl.C(=O)([O-])O.[Na+].[Ti](Cl)(Cl)(Cl)Cl>[F:7][C:8]1[CH:13]=[CH:12][CH:11]=[CH:10][C:9]=1[CH:14]1[CH:22]2[CH2:23][CH:24]([N:1]3[CH2:6][CH2:5][O:4][CH2:3][CH2:2]3)[CH2:25][C:20]3[C:21]2=[C:16]([CH:17]=[CH:18][CH:19]=3)[NH:15]1 |f:3.4|. Starting materials: [Al+3], COc1ccc(C(=O)Cl)cc1, [Cl-], [Cl-], [Cl-], ClCCCl, COC(=O)CCCOc1ccccc1. Yields the product COC(=O)CCCOc1ccc(C(=O)c2ccc(OC)cc2)cc1. As a reaction SMILES: [Al+3:4].[CH3:5][O:6][c:7]1[cH:8][cH:9][c:10]([C:11](=[O:12])[Cl:13])[cH:14][cH:15]1.[Cl-:1].[Cl-:2].[Cl-:3].[Cl:30][CH2:31][CH2:32][Cl:33].[O:16]([c:17]1[cH:18][cH:19][cH:20][cH:21][cH:22]1)[CH2:23][CH2:24][CH2:25][C:26](=[O:27])[O:28][CH3:29]>>[CH3:5][O:6][c:7]1[cH:8][cH:9][c:10]([C:11](=[O:12])[c:20]2[cH:19][cH:18][c:17]([O:16][CH2:23][CH2:24][CH2:25][C:26](=[O:27])[O:28][CH3:29])[cH:22][cH:21]2)[cH:14][cH:15]1.